From a dataset of the Open Reaction Database (ORD), a public repository of structured organic reaction records. describe an organic reaction: reactants, conditions, products, and yield Starting materials: C(C)C=1C=CC(=C(OC(C(=O)OC)C)C1)C=O (methyl 2-(5-ethyl-2-formylphenoxy)propanoate), Cl (hydrochloric acid), C[O-].[Na+] (sodium methoxide), [BH4-].[Na+] (sodium borohydride). The solvent is CO (methanol), CO (methanol). Reaction conditions: time 1 hour. The product is C(C)C=1C=CC(=C(OC(C(=O)OC)C)C1)CO (methyl 2-(5-ethyl-2-hydroxymethylphenoxy)propanoate). As a reaction SMILES: C[O-].[Na+].[CH2:4]([C:6]1[CH:7]=[CH:8][C:9]([CH:19]=[O:20])=[C:10]([CH:18]=1)[O:11][CH:12]([CH3:17])[C:13]([O:15][CH3:16])=[O:14])[CH3:5].[BH4-].[Na+].Cl>CO>[CH2:4]([C:6]1[CH:7]=[CH:8][C:9]([CH2:19][OH:20])=[C:10]([CH:18]=1)[O:11][CH:12]([CH3:17])[C:13]([O:15][CH3:16])=[O:14])[CH3:5] |f:0.1,3.4|. Procedure: A stirred solution of 0.2 gram (0.004 mole) of sodium methoxide in 20 mL of methanol was cooled to about 5° C., and a solution of 4.7 grams (0.020 mole) of methyl 2-(5-ethyl-2-formylphenoxy)propanoate in 30 mL of methanol was added. Upon completion of addition, 0.2 gram (0.006 mole) of sodium borohydride was added. The reaction mixture was then allowed to warm to ambient temperature where it stirred for one hour. After this time the reaction mixture was poured into 40 mL of aqueous 0.25N hydroch... Starting materials: Cl (hydrochloric acid), [OH-].[Na+] (NaOH), FC=1C=C(C=C(C1)F)NC(C)C=1C=C(C=C2C(C=C(OC12)N1[C@H](COCC1)C)=O)C(=O)OC (methyl 8-(1-(3,5-difluorophenylamino)ethyl)-2-((S)-3-methylmorpholino)-4-oxo-4H-chromene-6-carboxylate), C1CCOC1 (THF). Solvent: CO (MeOH). Conditions: time 2 hour. The product is FC=1C=C(C=C(C1)F)NC(C)C=1C=C(C=C2C(C=C(OC12)N1[C@H](COCC1)C)=O)C(=O)O (8-(1-(3,5-difluorophenylamino)ethyl)-2-((S)-3-methylmorpholino)-4-oxo-4H-chromene-6-carboxylic acid). The yield is 84.4%. Reaction SMILES: [OH-].[Na+].[F:3][C:4]1[CH:5]=[C:6]([NH:11][CH:12]([C:14]2[CH:15]=[C:16]([C:32]([O:34]C)=[O:33])[CH:17]=[C:18]3[C:23]=2[O:22][C:21]([N:24]2[CH2:29][CH2:28][O:27][CH2:26][C@@H:25]2[CH3:30])=[CH:20][C:19]3=[O:31])[CH3:13])[CH:7]=[C:8]([F:10])[CH:9]=1.C1COCC1.Cl>CO>[F:3][C:4]1[CH:5]=[C:6]([NH:11][CH:12]([C:14]2[CH:15]=[C:16]([C:32]([OH:34])=[O:33])[CH:17]=[C:18]3[C:23]=2[O:22][C:21]([N:24]2[CH2:29][CH2:28][O:27][CH2:26][C@@H:25]2[CH3:30])=[CH:20][C:19]3=[O:31])[CH3:13])[CH:7]=[C:8]([F:10])[CH:9]=1 |f:0.1|. Reported procedure: 2N NaOH (0.206 mL, 0.41 mmol) was added to a stirred suspension of methyl 8-(1-(3,5-difluorophenylamino)ethyl)-2-((S)-3-methylmorpholino)-4-oxo-4H-chromene-6-carboxylate (90 mg, 0.20 mmol) in MeOH (1 mL)/THF (1 mL) and cooled with an ice-water bath. The resulting suspension was stirred at RT for 2 hours. The reaction was incomplete thus the temperature was increased to 35° C. and stirred for an additional hour. The reaction mixture was cooled with an ice bath, the pH was adjusted to 2-3 with hyd... Starting materials: C(C1=CC=CC=C1)C1C=2C=C(NC2CCC1)C(=O)OC (methyl 4-benzyl-4,5,6,7-tetrahydro-1H-indole-2-carboxylate), [OH-].[Na+] (NaOH). The product is C(C1=CC=CC=C1)C1C=2C=C(NC2CCC1)C(=O)O (4-benzyl-4,5,6,7-tetrahydro-1H-indole-2-carboxylic acid). Isolated yield 93.0%. Reaction SMILES: [CH2:1]([CH:8]1[CH2:16][CH2:15][CH2:14][C:13]2[NH:12][C:11]([C:17]([O:19]C)=[O:18])=[CH:10][C:9]1=2)[C:2]1[CH:7]=[CH:6][CH:5]=[CH:4][CH:3]=1.[OH-].[Na+]>>[CH2:1]([CH:8]1[CH2:16][CH2:15][CH2:14][C:13]2[NH:12][C:11]([C:17]([OH:19])=[O:18])=[CH:10][C:9]1=2)[C:2]1[CH:7]=[CH:6][CH:5]=[CH:4][CH:3]=1 |f:1.2|. Procedure details: The title compound was synthesized from methyl 4-benzyl-4,5,6,7-tetrahydro-1H-indole-2-carboxylate (20 mg, 0.08 mmol) and aqueous NaOH (1M in H2O, 0.8 mL, 0.8 mmol) according to General Procedure 7. The solid was filtered off, washed with water and dried under vacuum for about 12 h to give 4-benzyl-4,5,6,7-tetrahydro-1H-indole-2-carboxylic acid (32) (19 mg). 1H NMR (CHLOROFORM-d 400 MHz) δ ppm 8.8 (1H, br s), 7.3-7.33 (2H, m), 7.2-7.26 (3H, m), 6.81 (1H, s), 3.09 (1H, dd), 2.9 (1H, m), 2.55-2.65... Starting materials: BrC1=CC(=C(C=C1F)C1CC(CC1)=O)F (3-(4-bromo-2,5-difluorophenyl)cyclopentanone), C(CO)O (ethylene glycol). Reagents/catalysts: C1(=CC=C(C=C1)S(=O)(=O)O)C (p-toluenesulfonic acid). Run in C1(=CC=CC=C1)C (toluene). Yields the product BrC1=CC(=C(C=C1F)C1CC2(OCCO2)CC1)F (7-(4-Bromo-2,5-difluorophenyl)-1,4-dioxaspiro[4.4]nonane). Isolated yield 88.4%. Reaction SMILES: [Br:1][C:2]1[C:7]([F:8])=[CH:6][C:5]([CH:9]2[CH2:13][CH2:12][C:11](=[O:14])[CH2:10]2)=[C:4]([F:15])[CH:3]=1.[CH2:16](O)[CH2:17][OH:18]>C1(C)C=CC(S(O)(=O)=O)=CC=1.C1(C)C=CC=CC=1>[Br:1][C:2]1[C:7]([F:8])=[CH:6][C:5]([CH:9]2[CH2:13][CH2:12][C:11]3([O:18][CH2:17][CH2:16][O:14]3)[CH2:10]2)=[C:4]([F:15])[CH:3]=1. Procedure details: A solution of 27.5 g (0.1 mol) of 3-(4-bromo-2,5-difluorophenyl)cyclopentanone, 18.6 g (0.3 mol) of ethylene glycol, 1 g of p-toluenesulfonic acid and 500 ml of toluene was heated at reflux with a Dean-Stark trap for 18 hours. The cooled solution was washed with 5% sodium bicarbonate solution (2×250 ml), dried (MgSO4), and evaporated in vacuo to give 28.2 g of the title compound which was used without further purification. The reactants are ClC1=CC=C(C=C1)SC1CC2CCC(C1)N2C (3-(4-chlorophenylsulfanyl)-8-methyl-8-azabicyclo-(3.2.1)-octane), ClC(=O)OCC(Cl)(Cl)Cl (2,2,2-trichloroethyl chloroformate), C([O-])([O-])=O.[K+].[K+] (potassium carbonate). Solvent: C1=CC=CC=C1 (benzene). The product is ClC1=CC=C(C=C1)SC1CC2CCC(C1)N2C(=O)OCC(Cl)(Cl)Cl (3-(4-Chlorophenylsulfanyl)-8-(2,2,2-trichloroethoxycarbonyl)-8-azabicyclo-(3.2.1)-octane). As a reaction SMILES: [Cl:1][C:2]1[CH:7]=[CH:6][C:5]([S:8][CH:9]2[CH2:15][CH:14]3[N:16](C)[CH:11]([CH2:12][CH2:13]3)[CH2:10]2)=[CH:4][CH:3]=1.Cl[C:19]([O:21][CH2:22][C:23]([Cl:26])([Cl:25])[Cl:24])=[O:20].C(=O)([O-])[O-].[K+].[K+]>C1C=CC=CC=1>[Cl:1][C:2]1[CH:3]=[CH:4][C:5]([S:8][CH:9]2[CH2:15][CH:14]3[N:16]([C:19]([O:21][CH2:22][C:23]([Cl:26])([Cl:25])[Cl:24])=[O:20])[CH:11]([CH2:12][CH2:13]3)[CH2:10]2)=[CH:6][CH:7]=1 |f:2.3.4|. Reported procedure: A mixture of 3-(4-chlorophenylsulfanyl)-8-methyl-8-azabicyclo-(3.2.1)-octane (8.06 g, 30.12 mmol), 2,2,2-trichloroethyl chloroformate (4.56 mL, 33.13 mmol), and potassium carbonate (4.58 g, 33.13 mmol) in benzene (150 mL) was refluxed overnight. The solvent was removed at reduced pressure and the residue was taken up in ethyl acetate. The organic phase was washed with aqueous bicarbonate and brine, dried over calcium sulfate and concentrated. The residue was flash chromatographed on silica gel (... Starting materials: CN1CCCC1=O, Cc1ccc(C(=O)NC2CC2)cc1NC(=O)c1cnc(Cl)cn1, [H-], [Na+], OCc1ccccn1. Yields the product Cc1ccc(C(=O)NC2CC2)cc1NC(=O)c1cnc(OCc2ccccn2)cn1. As a reaction SMILES: [CH3:34][N:35]1[CH2:36][CH2:37][CH2:38][C:39]1=[O:40].[Cl:11][c:12]1[n:13][cH:14][c:15]([C:18](=[O:19])[NH:20][c:21]2[c:22]([CH3:33])[cH:23][cH:24][c:25]([C:27](=[O:28])[NH:29][CH:30]3[CH2:31][CH2:32]3)[cH:26]2)[n:16][cH:17]1.[H-:9].[Na+:10].[n:1]1[c:2]([CH2:7][OH:8])[cH:3][cH:4][cH:5][cH:6]1>>[n:1]1[c:2]([CH2:7][O:8][c:12]2[n:13][cH:14][c:15]([C:18](=[O:19])[NH:20][c:21]3[c:22]([CH3:33])[cH:23][cH:24][c:25]([C:27](=[O:28])[NH:29][CH:30]4[CH2:31][CH2:32]4)[cH:26]3)[n:16][cH:17]2)[cH:3][cH:4][cH:5][cH:6]1.